From a dataset of the Open Reaction Database (ORD), a public repository of structured organic reaction records. describe an organic reaction: reactants, conditions, products, and yield The reactants are C(C)(=O)N1CCC(CC1)CN=C=S (1-acetyl-4-(isothiocyanatomethyl)piperidine), FC1=CC=C(C=C1)N (4-fluorobenzenamine). Run in O1CCCC1 (tetrahydrofuran). Conditions: time 8 hour. The product is C(C)(=O)N1CCC(CC1)CNC(=S)NC1=CC=C(C=C1)F (N-[(1-acetyl-4-piperidinyl)methyl]-N'-(4-fluorophenyl)thiourea), intermediate 12. Yield: 100.0%. RXN SMILES: [C:1]([N:4]1[CH2:9][CH2:8][CH:7]([CH2:10][N:11]=[C:12]=[S:13])[CH2:6][CH2:5]1)(=[O:3])[CH3:2].[F:14][C:15]1[CH:20]=[CH:19][C:18]([NH2:21])=[CH:17][CH:16]=1>O1CCCC1>[C:1]([N:4]1[CH2:9][CH2:8][CH:7]([CH2:10][NH:11][C:12]([NH:21][C:18]2[CH:19]=[CH:20][C:15]([F:14])=[CH:16][CH:17]=2)=[S:13])[CH2:6][CH2:5]1)(=[O:3])[CH3:2]. Reported procedure: A mixture of 4 parts of 1-acetyl-4-(isothiocyanatomethyl)piperidine, 2.2 parts of 4-fluorobenzenamine and 90 parts of tetrahydrofuran was stirred overnight at reflux temperature. The reaction mixture was evaporated, yielding 6.2 parts (100%) of N-[(1-acetyl-4-piperidinyl)methyl]-N'-(4-fluorophenyl)thiourea as a residue (intermediate 12). The reactants are N#Cc1cnc2cc(O)c(O)cc2c1Nc1cccc(Br)c1, O=C([O-])[O-], CN(C)C=O, ClCBr, [Cs+], [Cs+], O. Product: N#Cc1cnc2cc3c(cc2c1Nc1cccc(Br)c1)OCO3. Reaction SMILES: [Br:1][c:2]1[cH:3][c:4]([NH:8][c:9]2[c:10]([C:21]#[N:22])[cH:11][n:12][c:13]3[cH:14][c:15]([OH:20])[c:16]([OH:19])[cH:17][c:18]23)[cH:5][cH:6][cH:7]1.[C:26](=[O:27])([O-:28])[O-:29].[CH3:33][N:34]([CH3:35])[CH:36]=[O:37].[Cl:23][CH2:24][Br:25].[Cs+:30].[Cs+:31].[OH2:32]>>[Br:1][c:2]1[cH:3][c:4]([NH:8][c:9]2[c:10]([C:21]#[N:22])[cH:11][n:12][c:13]3[cH:14][c:15]4[c:16]([cH:17][c:18]23)[O:19][CH2:24][O:20]4)[cH:5][cH:6][cH:7]1.